Dataset: the Open Reaction Database (ORD), a public repository of structured organic reaction records. Task: describe an organic reaction: reactants, conditions, products, and yield Reactants: CO, Clc1nc(NCC2(c3ccccc3)CCCCC2)c2ccccc2n1, [H][H]. The product is c1ccc(C2(CNc3ncnc4ccccc34)CCCCC2)cc1. Reaction SMILES: [CH3:28][OH:29].[Cl:1][c:2]1[n:3][c:4]2[cH:5][cH:6][cH:7][cH:8][c:9]2[c:10]([NH:12][CH2:13][C:14]2([c:20]3[cH:21][cH:22][cH:23][cH:24][cH:25]3)[CH2:15][CH2:16][CH2:17][CH2:18][CH2:19]2)[n:11]1.[H:26][H:27]>>[cH:2]1[n:3][c:4]2[cH:5][cH:6][cH:7][cH:8][c:9]2[c:10]([NH:12][CH2:13][C:14]2([c:20]3[cH:21][cH:22][cH:23][cH:24][cH:25]3)[CH2:15][CH2:16][CH2:17][CH2:18][CH2:19]2)[n:11]1. The reactants are O=C(CCCCl)NCCc1cccc2ccc(SCC3CC3)cc12, [O-][I+3]([O-])([O-])[O-], [Na+]. The product is O=C(CCCCl)NCCc1cccc2ccc(S(=O)CC3CC3)cc12. As a reaction SMILES: [CH:1]1([CH2:4][S:5][c:6]2[cH:7][cH:8][c:9]3[cH:10][cH:11][cH:12][c:13]([CH2:16][CH2:17][NH:18][C:19]([CH2:20][CH2:21][CH2:22][Cl:23])=[O:24])[c:14]3[cH:15]2)[CH2:2][CH2:3]1.[I+3:25]([O-:26])([O-:27])([O-:28])[O-:29].[Na+:30]>>[CH:1]1([CH2:4][S:5]([c:6]2[cH:7][cH:8][c:9]3[cH:10][cH:11][cH:12][c:13]([CH2:16][CH2:17][NH:18][C:19]([CH2:20][CH2:21][CH2:22][Cl:23])=[O:24])[c:14]3[cH:15]2)=[O:26])[CH2:2][CH2:3]1. Starting materials: C(C)(C)C1=CC=C(C=C1)C(=O)C1=C(C=CC(=C1)OCC#C)NCC1=CC(=CC=C1)OCCS(=O)C ((4-isopropyl-phenyl)-{2-[3-(2-methanesulphinyl-ethoxy)-benzylamino]-5-prop-2-ynyloxy-phenyl}-methanone), [O-]C#N.[Na+] (sodium cyanate). Product: C(C)(C)C1=CC=C(C=C1)C1=NC(N(C2=CC=C(C=C12)OCC#C)CC1=CC(=CC=C1)OCCS(=O)C)=O (4-(4-Isopropyl-phenyl)-1-[3-(2-methanesulphinyl-ethoxy)-benzyl]-6-prop-2-ynyloxy-1H-quinazoline-2-one). Reaction SMILES: [CH:1]([C:4]1[CH:9]=[CH:8][C:7]([C:10]([C:12]2[CH:17]=[C:16]([O:18][CH2:19][C:20]#[CH:21])[CH:15]=[CH:14][C:13]=2[NH:22][CH2:23][C:24]2[CH:29]=[CH:28][CH:27]=[C:26]([O:30][CH2:31][CH2:32][S:33]([CH3:35])=[O:34])[CH:25]=2)=O)=[CH:6][CH:5]=1)([CH3:3])[CH3:2].[O-:36][C:37]#[N:38].[Na+]>>[CH:1]([C:4]1[CH:9]=[CH:8][C:7]([C:10]2[C:12]3[C:13](=[CH:14][CH:15]=[C:16]([O:18][CH2:19][C:20]#[CH:21])[CH:17]=3)[N:22]([CH2:23][C:24]3[CH:29]=[CH:28][CH:27]=[C:26]([O:30][CH2:31][CH2:32][S:33]([CH3:35])=[O:34])[CH:25]=3)[C:37](=[O:36])[N:38]=2)=[CH:6][CH:5]=1)([CH3:3])[CH3:2] |f:1.2|. Reported procedure: The title compound (yellow oil) is prepared from (4-isopropyl-phenyl)-{2-[3-(2-methanesulphinyl-ethoxy)-benzylamino]-5-prop-2-ynyloxy-phenyl}-methanone and sodium cyanate as described for the preparation of example 3. Reactants: O=C(n1ccnc1)n1ccnc1, CC1CN(c2cccc(C3Nc4ccc(C(=O)O)cc4CC3(C)C)c2)CC(C)O1, CN(C)C=O, NS(=O)(=O)C1CC1, [H-], [Na+]. Product: CC1CN(c2cccc(C3Nc4ccc(C(=O)NS(=O)(=O)C5CC5)cc4CC3(C)C)c2)CC(C)O1. As a reaction SMILES: [C:39]([n:40]1[cH:41][cH:42][n:43][cH:44]1)([n:45]1[cH:46][cH:47][n:48][cH:49]1)=[O:50].[CH3:10][CH:11]1[O:12][CH:13]([CH3:38])[CH2:14][N:15]([c:17]2[cH:18][c:19]([CH:23]3[NH:24][c:25]4[cH:26][cH:27][c:28]([C:35](=[O:36])[OH:37])[cH:29][c:30]4[CH2:31][C:32]3([CH3:33])[CH3:34])[cH:20][cH:21][cH:22]2)[CH2:16]1.[CH3:51][N:52]([CH3:53])[CH:54]=[O:55].[CH:3]1([S:6](=[O:7])(=[O:8])[NH2:9])[CH2:4][CH2:5]1.[H-:1].[Na+:2]>>[CH:3]1([S:6](=[O:7])(=[O:8])[NH:9][C:35]([c:28]2[cH:27][cH:26][c:25]3[c:30]([cH:29]2)[CH2:31][C:32]([CH3:33])([CH3:34])[CH:23]([c:19]2[cH:18][c:17]([N:15]4[CH2:14][CH:13]([CH3:38])[O:12][CH:11]([CH3:10])[CH2:16]4)[cH:22][cH:21][cH:20]2)[NH:24]3)=[O:36])[CH2:4][CH2:5]1. The reactants are [Mg] (Magnesium), BrCCBr (1,2-dibromoethane), BrC1=CC=C(C=C1)SC (4-bromothioanisole), FC1=NC=C(C=O)C=C1 (6-fluoronicotinaldehyde), Cl (HCl). Run in C1CCOC1 (THF), C1CCOC1 (THF), C1CCOC1 (THF). Conditions: time 2 hour. Yields the product FC1=CC=C(C=N1)C(O)C1=CC=C(C=C1)SC ((6-fluoropyridin-3-yl)(4-(methylthio)phenyl)methanol). The yield is 93.1%. As a reaction SMILES: [Mg].BrCCBr.Br[C:7]1[CH:12]=[CH:11][C:10]([S:13][CH3:14])=[CH:9][CH:8]=1.[F:15][C:16]1[CH:23]=[CH:22][C:19]([CH:20]=[O:21])=[CH:18][N:17]=1.Cl>C1COCC1>[F:15][C:16]1[N:17]=[CH:18][C:19]([CH:20]([C:7]2[CH:12]=[CH:11][C:10]([S:13][CH3:14])=[CH:9][CH:8]=2)[OH:21])=[CH:22][CH:23]=1. Reported procedure: Magnesium turnings (0.214 g, 8.79 mmol) in a minimal amount of THF were treated with 1,2-dibromoethane (50 μL, cat.) and the mixture was allowed to stand until effervescence was observed (1 min). A solution of 4-bromothioanisole (Aldrich) (1.705 g, 8.39 mmol) in THF (20 mL) was added dropwise and the mixture stirred for 2 h, occasionally heating to gentle reflux with a heat gun, to give a cloudy pale yellow solution. The resulting Grignard solution was added dropwise over 10 min to a solution of...